This data is from the Open Reaction Database (ORD), a public repository of structured organic reaction records. The task is: describe an organic reaction: reactants, conditions, products, and yield Reactants: ice water, ethanolic solution, [OH-].[K+] (potassium hydroxide), ClC1=CC=C2C(=CN(C(C2=C1)=O)CCCO)C(=O)OCC (7-chloro-4-ethoxycarbonyl-2-(3-hydroxypropyl)-1(2H)-isoquinolone). The solvent is C(C)O (ethanol). The product is C(=O)(O)C1=CN(C(C2=CC(=CC=C12)Cl)=O)CCCO (4-carboxy-7-chloro-2-(3-hydroxypropyl)-1(2H)-isoquinolone). Yield: 89.7%. RXN SMILES: [Cl:1][C:2]1[CH:11]=[C:10]2[C:5]([C:6]([C:17]([O:19]CC)=[O:18])=[CH:7][N:8]([CH2:13][CH2:14][CH2:15][OH:16])[C:9]2=[O:12])=[CH:4][CH:3]=1.[OH-].[K+]>C(O)C>[C:17]([C:6]1[C:5]2[C:10](=[CH:11][C:2]([Cl:1])=[CH:3][CH:4]=2)[C:9](=[O:12])[N:8]([CH2:13][CH2:14][CH2:15][OH:16])[CH:7]=1)([OH:19])=[O:18] |f:1.2|. Reported procedure: Then, 20.1 g of 7-chloro-4-ethoxycarbonyl-2-(3-hydroxypropyl)-1(2H)-isoquinolone was dissolved in 50 ml of ethanol, and 100 ml of an ethanolic solution of 5.5 g of potassium hydroxide was added to the resulting solution, followed by thoroughly stirring. The resulting solution was then poured into ice-water and the mixture was filtered. The filtrate was rendered neutral with dilute acetic acid and the precipitated crystals were filtered and washed with water. Recrystallization from a mixture of e... Starting materials: ice water, O=C(CC#N)C1=C(C=CC=C1)C(F)(F)F (3-oxo-3(2-trifluoromethyl-phenyl)-propionitrile), [OH-].[NH4+] (ammonium hydroxide). The solvent is S(O)(O)(=O)=O (sulfuric acid). Yields the product O=C(CC(=O)N)C1=C(C=CC=C1)C(F)(F)F (3-oxo-3-(2-trifluoromethyl-phenyl)-propionamide). As a reaction SMILES: [O:1]=[C:2]([C:6]1[CH:11]=[CH:10][CH:9]=[CH:8][C:7]=1[C:12]([F:15])([F:14])[F:13])[CH2:3][C:4]#[N:5].[OH-:16].[NH4+]>S(=O)(=O)(O)O>[O:1]=[C:2]([C:6]1[CH:11]=[CH:10][CH:9]=[CH:8][C:7]=1[C:12]([F:13])([F:14])[F:15])[CH2:3][C:4]([NH2:5])=[O:16] |f:1.2|. Procedure details: A solution of 14.5 g (0.068 mole) of 3-oxo-3(2-trifluoromethyl-phenyl)-propionitrile in 340 mL of sulfuric acid was stirred for 5 hours at room temperature. The mixture was slowly poured into ice water with stirring. The mixture was made basic by addition of ammonium hydroxide. The mixture was extracted with ethyl acetate. The organic layer was washed with brine, dried over anhydrous sodium sulfate, filtered and concentrated under reduced pressure to give 13.82 g of 3-oxo-3-(2-trifluoromethyl-ph... Reactants: CO, CC(CF)c1ccc([N+](=O)[O-])cc1. Yields the product CC(CF)c1ccc(N)cc1. As a reaction SMILES: [CH3:14][OH:15].[F:1][CH2:2][CH:3]([CH3:4])[c:5]1[cH:6][cH:7][c:8]([N+:11]([O-:12])=[O:13])[cH:9][cH:10]1>>[F:1][CH2:2][CH:3]([CH3:4])[c:5]1[cH:6][cH:7][c:8]([NH2:11])[cH:9][cH:10]1. The reactants are N1N=CC(=C1)C1=CC2=C(C=3N=C(SC3CCO2)C(=O)O)C=C1 (8-(1H-Pyrazol-4-yl)-4,5-dihydro-6-oxa-3-thia-1-aza-benzo[e]azulene-2-carboxylic acid), COCC1CCNCC1 (4-(methoxymethyl)piperidine). Yields the product COCC1CCN(CC1)C(=O)C=1SC=2CCOC3=C(C2N1)C=CC(=C3)C=3C=NNC3 ((4-Methoxymethyl-piperidin-1-yl)-[8-(1H-pyrazol-4-yl)-4,5-dihydro-6-oxa-3-thia-1-aza-benzo[e]azulen-2-yl]-methanone). Reaction SMILES: [NH:1]1[CH:5]=[C:4]([C:6]2[CH:22]=[CH:21][C:9]3[C:10]4[N:11]=[C:12]([C:18]([OH:20])=O)[S:13][C:14]=4[CH2:15][CH2:16][O:17][C:8]=3[CH:7]=2)[CH:3]=[N:2]1.[CH3:23][O:24][CH2:25][CH:26]1[CH2:31][CH2:30][NH:29][CH2:28][CH2:27]1>>[CH3:23][O:24][CH2:25][CH:26]1[CH2:31][CH2:30][N:29]([C:18]([C:12]2[S:13][C:14]3[CH2:15][CH2:16][O:17][C:8]4[CH:7]=[C:6]([C:4]5[CH:3]=[N:2][NH:1][CH:5]=5)[CH:22]=[CH:21][C:9]=4[C:10]=3[N:11]=2)=[O:20])[CH2:28][CH2:27]1. Reported procedure: Following Example 216, to a well stirred solution of 8-(1H-Pyrazol-4-yl)-4,5-dihydro-6-oxa-3-thia-1-aza-benzo[e]azulene-2-carboxylic acid and 4-(methoxymethyl)piperidine to give 224. MS: (ESI+)=425.1 Reactants: S1C(=CC=C1)C=1SC=C(N1)CO (2-(2-thienyl)-4-thiazolylmethanol), S(=O)(Cl)Cl (thionylchloride). Yields the product ClCC=1N=C(SC1)C=1SC=CC1 (4-chloromethyl-2-(2-thienyl)thiazole). Isolated yield 65.0%. RXN SMILES: [S:1]1[CH:5]=[CH:4][CH:3]=[C:2]1[C:6]1[S:7][CH:8]=[C:9]([CH2:11]O)[N:10]=1.S(Cl)([Cl:15])=O>>[Cl:15][CH2:11][C:9]1[N:10]=[C:6]([C:2]2[S:1][CH:5]=[CH:4][CH:3]=2)[S:7][CH:8]=1. Procedure details: In substantially the same manner as in Reference Example 73, 2-(2-thienyl)-4-thiazolylmethanol was allowed to react with thionylchloride to give 4-chloromethyl-2-(2-thienyl)thiazole. The yield was 65%. Recrystallization from ethyl acetate-hexane gave colorless needles, mp 54-55° C.